describe an organic reaction: reactants, conditions, products, and yield From a dataset of the Open Reaction Database (ORD), a public repository of structured organic reaction records. Reported procedure: 86.00 g (0.39 mol) of 5-chloro-2-nitro-benzoyl chloride was dissolved in 300 ml of toluene, a solution of 62.00 g (0.35 mol) of 4-aminobenzenesulfonyl fluoride was added dropwise, and the mixture was heated under reflux for 4 h. Subsequently it was cooled, concentrated in vacuo to half of its volume, cooled, and the precipitated solid was filtered off with suction. 121.60 g (86%) of the title compound having a melting point of 182-184° C. were obtained. Run in C1(=CC=CC=C1)C (toluene). As a reaction SMILES: [Cl:1][C:2]1[CH:3]=[CH:4][C:5]([N+:11]([O-:13])=[O:12])=[C:6]([CH:10]=1)[C:7](Cl)=[O:8].[NH2:14][C:15]1[CH:20]=[CH:19][C:18]([S:21]([F:24])(=[O:23])=[O:22])=[CH:17][CH:16]=1>C1(C)C=CC=CC=1>[Cl:1][C:2]1[CH:3]=[CH:4][C:5]([N+:11]([O-:13])=[O:12])=[C:6]([CH:10]=1)[C:7]([NH:14][C:15]1[CH:20]=[CH:19][C:18]([S:21]([F:24])(=[O:23])=[O:22])=[CH:17][CH:16]=1)=[O:8]. Product: ClC=1C=CC(=C(C(=O)NC2=CC=C(C=C2)S(=O)(=O)F)C1)[N+](=O)[O-] (4-(5-Chloro-2-nitro-benzoylamino)-benzenesulfonyl fluoride). Starting materials: ClC=1C=CC(=C(C(=O)Cl)C1)[N+](=O)[O-] (5-chloro-2-nitro-benzoyl chloride), NC1=CC=C(C=C1)S(=O)(=O)F (4-aminobenzenesulfonyl fluoride). Starting materials: NC1=CC(=NO1)CC (5-amino-3-ethylisoxazole), BrN1C(CCC1=O)=O (N-bromosuccinimide). Product: NC1=C(C(=NO1)CC)Br (5-Amino-4-bromo-3-ethylisoxazole). Reaction SMILES: [NH2:1][C:2]1[O:6][N:5]=[C:4]([CH2:7][CH3:8])[CH:3]=1.[Br:9]N1C(=O)CCC1=O>>[NH2:1][C:2]1[O:6][N:5]=[C:4]([CH2:7][CH3:8])[C:3]=1[Br:9]. Reported procedure: 5-Amino-4-bromo-3-ethylisoxazole was prepared from 5-amino-3-ethylisoxazole and N-bromosuccinimide as described in Example 25a. The reactants are COCCN1CCC(N)CC1, CCn1c(-c2nonc2N)nc2cncc(C=O)c21. Yields the product CCn1c(-c2nonc2N)nc2cncc(CNC3CCN(CCOC)CC3)c21. As a reaction SMILES: [CH3:1][O:2][CH2:3][CH2:4][N:5]1[CH2:6][CH2:7][CH:8]([NH2:11])[CH2:9][CH2:10]1.[NH2:12][c:13]1[c:14](-[c:18]2[n:19]([CH2:29][CH3:30])[c:20]3[c:21]([cH:22][n:23][cH:24][c:25]3[CH:26]=[O:27])[n:28]2)[n:15][o:16][n:17]1>>[CH3:1][O:2][CH2:3][CH2:4][N:5]1[CH2:6][CH2:7][CH:8]([NH:11][CH2:26][c:25]2[c:20]3[n:19]([CH2:29][CH3:30])[c:18](-[c:14]4[c:13]([NH2:12])[n:17][o:16][n:15]4)[n:28][c:21]3[cH:22][n:23][cH:24]2)[CH2:9][CH2:10]1. Starting materials: N[C@@H](CCSC)C(=O)N[C@@H](CCSC)C(=O)O (N-methionyl-methionine), N (ammonia). Product: N[C@@H](CCSC)C(=O)O (methionine). The yield is 21.0%. Reaction SMILES: N.N[C@H](C([NH:10][C@H:11]([C:16]([OH:18])=[O:17])[CH2:12][CH2:13][S:14][CH3:15])=O)CCSC>>[NH2:10][C@H:11]([C:16]([OH:18])=[O:17])[CH2:12][CH2:13][S:14][CH3:15]. Procedure: When the reaction was carried out under otherwise the same conditions but without addition of ammonia there was formed methionine in a yield of 64.5% besides a yield of 21% of methionine dimer (N-methionyl-methionine). The reactants are N([C@H](C1CCCCC1)C(=O)O)C(=O)OC(C)(C)C (Boc-(D)-Chg-OH), N1[C@H](C(=O)O)CCC1.C(#N)C1=CC=C(C[NH-])C=C1 (H-Pro p-cyanobenzylamide), Cl (HCl). Yields the product N[C@H](C1CCCCC1)C(=O)N1[C@H](C(=O)O)CCC1.C(#N)C1=CC=C(C[NH-])C=C1 (H-(D)-Chg-Pro p-cyanobenzylamide), Cl (HCl). RXN SMILES: [NH:1](C(OC(C)(C)C)=O)[C@@H:2]([C:9]([OH:11])=O)[CH:3]1[CH2:8][CH2:7][CH2:6][CH2:5][CH2:4]1.[NH:19]1[CH2:26][CH2:25][CH2:24][C@H:20]1[C:21]([OH:23])=[O:22].[C:27]([C:29]1[CH:36]=[CH:35][C:32]([CH2:33][NH-:34])=[CH:31][CH:30]=1)#[N:28].[ClH:37]>>[NH2:1][C@@H:2]([C:9]([N:19]1[CH2:26][CH2:25][CH2:24][C@H:20]1[C:21]([OH:23])=[O:22])=[O:11])[CH:3]1[CH2:4][CH2:5][CH2:6][CH2:7][CH2:8]1.[C:27]([C:29]1[CH:36]=[CH:35][C:32]([CH2:33][NH-:34])=[CH:31][CH:30]=1)#[N:28].[ClH:37] |f:1.2,4.5|. Reported procedure: Firstly H-(D)-Chg-Pro-p-cyanobenzylamide×HCl was prepared from Boc-(D)-Chg-OH and H-Pro-p-cyanobenzylamide×HCl as in Example 3. Reactants: C(C)(C)(C)OC(N(C1=C2N=CN(C2=NC=N1)C1=CC=C(C=C1)NC(=O)NC1=CC(=C(C=C1)C=C)C(F)(F)F)C)=O (methyl-(9-{4-[3-(3-trifluoromethyl-4-vinylphenyl)ureido]phenyl}-9H-purin-6-yl)-carbamic acid tert-butyl ester), I(=O)(=O)(=O)[O-].[Na+] (sodium periodate). The reagents and catalysts are [Os](=O)(=O)(=O)=O (osmium tetraoxide). Solvent: O1CCCC1 (tetrahydrofuran), O (water). Conditions: time 14 hour. Yields the product C(C)(C)(C)OC(N(C)C1=C2N=CN(C2=NC=N1)C1=CC=C(C=C1)NC(=O)NC1=CC(=C(C=C1)C=O)C(F)(F)F)=O ((9-{4-[3-(4-formyl-3-(trifluoromethyl)phenyl)ureido]phenyl}-9H-purin-6-yl)-methylcarbamic acid tert-butyl ester). The yield is 74.1%. RXN SMILES: [C:1]([O:5][C:6](=[O:40])[N:7]([CH3:39])[C:8]1[N:16]=[CH:15][N:14]=[C:13]2[C:9]=1[N:10]=[CH:11][N:12]2[C:17]1[CH:22]=[CH:21][C:20]([NH:23][C:24]([NH:26][C:27]2[CH:32]=[CH:31][C:30]([CH:33]=C)=[C:29]([C:35]([F:38])([F:37])[F:36])[CH:28]=2)=[O:25])=[CH:19][CH:18]=1)([CH3:4])([CH3:3])[CH3:2].I([O-])(=O)(=O)=[O:42].[Na+]>O1CCCC1.O.[Os](=O)(=O)(=O)=O>[C:1]([O:5][C:6](=[O:40])[N:7]([C:8]1[N:16]=[CH:15][N:14]=[C:13]2[C:9]=1[N:10]=[CH:11][N:12]2[C:17]1[CH:18]=[CH:19][C:20]([NH:23][C:24]([NH:26][C:27]2[CH:32]=[CH:31][C:30]([CH:33]=[O:42])=[C:29]([C:35]([F:38])([F:36])[F:37])[CH:28]=2)=[O:25])=[CH:21][CH:22]=1)[CH3:39])([CH3:2])([CH3:3])[CH3:4] |f:1.2|. Procedure details: In a mixed solution of 10 mL of tetrahydrofuran and 5 mL of water, 324 mg (0.59 mmol) of methyl-(9-{4-[3-(3-trifluoromethyl-4-vinylphenyl)ureido]phenyl}-9H-purin-6-yl)-carbamic acid tert-butyl ester was dissolved, and 200 μL of a 0.1 M osmium tetraoxide aqueous solution and 510 mg (2.38 mmol) of sodium periodate were added thereto, and the mixture solution was stirred at room temperature for 14 hours. The reaction solution was partitioned between water and ethyl acetate, and the organic layer wa... Reactants: C=CC1CC1(NC(=O)C1CN(C(=O)OC(C)(C)C)Cc2c[nH]nc21)C(=O)OCC, C1CCOC1, [Li+], [OH-]. Yields the product C=CC1CC1(NC(=O)C1CN(C(=O)OC(C)(C)C)Cc2c[nH]nc21)C(=O)O. As a reaction SMILES: [CH2:1]([CH3:2])[O:3][C:4](=[O:5])[C:6]1([NH:11][C:12](=[O:13])[CH:14]2[c:15]3[c:16]([cH:27][nH:28][n:29]3)[CH2:17][N:18]([C:20](=[O:21])[O:22][C:23]([CH3:24])([CH3:25])[CH3:26])[CH2:19]2)[CH:7]([CH:9]=[CH2:10])[CH2:8]1.[CH2:32]1[O:33][CH2:34][CH2:35][CH2:36]1.[Li+:31].[OH-:30]>>[O:3]=[C:4]([OH:5])[C:6]1([NH:11][C:12](=[O:13])[CH:14]2[c:15]3[c:16]([cH:27][nH:28][n:29]3)[CH2:17][N:18]([C:20](=[O:21])[O:22][C:23]([CH3:24])([CH3:25])[CH3:26])[CH2:19]2)[CH:7]([CH:9]=[CH2:10])[CH2:8]1.